Dataset: the Open Reaction Database (ORD), a public repository of structured organic reaction records. Task: describe an organic reaction: reactants, conditions, products, and yield Reactants: CCOC(=O)CBr, O=C([O-])[O-], CN(C)C=O, [K+], [K+], O, c1ccc2c(c1)CSc1ccccc1C2=C1CCNCC1, c1ccccc1. Product: CCOC(=O)CN1CCC(=C2c3ccccc3CSc3ccccc32)CC1. RXN SMILES: [Br:22][CH2:23][C:24](=[O:25])[O:26][CH2:27][CH3:28].[C:29](=[O:30])([O-:31])[O-:32].[CH3:36][N:37]([CH3:38])[CH:39]=[O:40].[K+:33].[K+:34].[OH2:35].[cH:1]1[cH:2][cH:3][cH:4][c:5]2[c:11]1[C:10](=[C:12]1[CH2:13][CH2:14][NH:15][CH2:16][CH2:17]1)[c:9]1[c:8]([cH:21][cH:20][cH:19][cH:18]1)[CH2:7][S:6]2.[cH:41]1[cH:42][cH:43][cH:44][cH:45][cH:46]1>>[cH:1]1[cH:2][cH:3][cH:4][c:5]2[c:11]1[C:10](=[C:12]1[CH2:13][CH2:14][N:15]([CH2:23][C:24](=[O:25])[O:26][CH2:27][CH3:28])[CH2:16][CH2:17]1)[c:9]1[c:8]([cH:21][cH:20][cH:19][cH:18]1)[CH2:7][S:6]2. Reactants: ClC1=NN=C(C2=CC=CC=C12)C1=CC=CC=C1 (1-chloro-4-phenylphthalazine), C1(CCCCC1)[C@@H](C)N ((R)-(-)-1-cyclohexylethylamine), [OH-].[Na+] (NaOH). The solvent is CN1C(CCC1)=O (N-methylpyrrolidone). Product: C1(CCCCC1)[C@@H](C)NC1=NN=C(C2=CC=CC=C12)C1=CC=CC=C1 ((R)-1-(1-cyclohexylethylamino)-4-phenylphthalazine). Isolated yield 75.5%. As a reaction SMILES: Cl[C:2]1[C:11]2[C:6](=[CH:7][CH:8]=[CH:9][CH:10]=2)[C:5]([C:12]2[CH:17]=[CH:16][CH:15]=[CH:14][CH:13]=2)=[N:4][N:3]=1.[CH:18]1([C@H:24]([NH2:26])[CH3:25])[CH2:23][CH2:22][CH2:21][CH2:20][CH2:19]1.[OH-].[Na+]>CN1CCCC1=O>[CH:18]1([C@H:24]([NH:26][C:2]2[C:11]3[C:6](=[CH:7][CH:8]=[CH:9][CH:10]=3)[C:5]([C:12]3[CH:17]=[CH:16][CH:15]=[CH:14][CH:13]=3)=[N:4][N:3]=2)[CH3:25])[CH2:23][CH2:22][CH2:21][CH2:20][CH2:19]1 |f:2.3|. Procedure details: To 400 ml of N-methylpyrrolidone, 144.4 g (0.6 mol) of 1-chloro-4-phenylphthalazine and 230 g (1.8 mol) of (R)-(-)-1-cyclohexylethylamine were added, and the mixture was heated to 120° to 130° C. for 6 hours with stirring. After completion of the reaction, the mixture was cooled and added with 4.0 l of 5% aqueous NaOH solution, and then extracted with chloroform. The organic layer was dried over MgSO4, concentrated and purified by silica gel column chromatography (eluent; ethyl acetate/hexane/ch... Reactants: CCOC(=O)C(CCCC1CCNCC1)NC1COc2ccccc2N(CC(=O)O)C1=O, CC(=O)O, Cl, Cl, [Na+], [OH-]. Yields the product O=C(O)CN1C(=O)C(NC(CCCC2CCNCC2)C(=O)O)COc2ccccc21. Reaction SMILES: [CH2:3]([CH3:4])[O:5][C:6](=[O:7])[CH:8]([CH2:9][CH2:10][CH2:11][CH:12]1[CH2:13][CH2:14][NH:15][CH2:16][CH2:17]1)[NH:18][CH:19]1[CH2:20][O:21][c:22]2[c:23]([cH:31][cH:32][cH:33][cH:34]2)[N:24]([CH2:27][C:28](=[O:29])[OH:30])[C:25]1=[O:26].[CH3:35][C:36](=[O:37])[OH:38].[ClH:1].[ClH:2].[Na+:40].[OH-:39]>>[O:5]=[C:6]([OH:7])[CH:8]([CH2:9][CH2:10][CH2:11][CH:12]1[CH2:13][CH2:14][NH:15][CH2:16][CH2:17]1)[NH:18][CH:19]1[CH2:20][O:21][c:22]2[c:23]([cH:31][cH:32][cH:33][cH:34]2)[N:24]([CH2:27][C:28](=[O:29])[OH:30])[C:25]1=[O:26]. Starting materials: CC(C)(C)[Si](C)(C)OCCCC(C=CC=O)O[Si](C)(C)C(C)(C)C, CSC1=CC(CCCCOc2ccccc2)(O[Si](C)(C)C)CC1=O, CCCCCC, CCN(C(C)C)C(C)C, [Cl-], [NH4+]. Yields the product CSC1=CC(CCCCOc2ccccc2)(O[Si](C)(C)C)C(C(O)C=CC(CCCO[Si](C)(C)C(C)(C)C)O[Si](C)(C)C(C)(C)C)C1=O. Reaction SMILES: [C:34]([CH3:35])([CH3:36])([CH3:37])[Si:38]([O:39][CH:40]([CH:41]=[CH:42][CH:43]=[O:44])[CH2:45][CH2:46][CH2:47][O:48][Si:49]([CH3:50])([CH3:51])[C:52]([CH3:53])([CH3:54])[CH3:55])([CH3:56])[CH3:57].[CH3:1][S:2][C:3]1=[CH:7][C:6]([O:8][Si:9]([CH3:10])([CH3:11])[CH3:12])([CH2:13][CH2:14][CH2:15][CH2:16][O:17][c:18]2[cH:19][cH:20][cH:21][cH:22][cH:23]2)[CH2:5][C:4]1=[O:24].[CH3:60][CH2:61][CH2:62][CH2:63][CH2:64][CH3:65].[CH:25]([N:26]([CH:27]([CH3:28])[CH3:29])[CH2:30][CH3:31])([CH3:32])[CH3:33].[Cl-:58].[NH4+:59]>>[CH3:1][S:2][C:3]1=[CH:7][C:6]([O:8][Si:9]([CH3:10])([CH3:11])[CH3:12])([CH2:13][CH2:14][CH2:15][CH2:16][O:17][c:18]2[cH:19][cH:20][cH:21][cH:22][cH:23]2)[CH:5]([CH:43]([CH:42]=[CH:41][CH:40]([O:39][Si:38]([C:34]([CH3:35])([CH3:36])[CH3:37])([CH3:56])[CH3:57])[CH2:45][CH2:46][CH2:47][O:48][Si:49]([CH3:50])([CH3:51])[C:52]([CH3:53])([CH3:54])[CH3:55])[OH:44])[C:4]1=[O:24]. Reactants: ClC1=C(C(=O)NC=2C(=NNC2)C2=NC3=C(N2)C=CC(=C3)CN3CCOCC3)C(=CC=C1)Cl (2,6-dichloro-N-[3-(5-morpholin-4-ylmethyl-1H-benzimidazol-2-yl)-1H-pyrazol-4-yl]-benzamide), CC1=CC=C(C(=O)NC=2C(=NNC2)C(=O)O)C=C1 (4-(4-methyl-benzoylamino)-1H-pyrazole-3-carboxylic acid), CC=1C=C(C(=CC1C)N)N (4,5-dimethylbenzene-1,2-diamine). The product is CC1=CC2=C(NC(=N2)C2=NNC=C2NC(C2=CC=C(C=C2)C)=O)C=C1C (N-[3-(5,6-dimethyl-1H-benzimidazol-2-yl)-1H-pyrazol-4-yl]-4-methyl-benzamide). Reaction SMILES: ClC1C=CC=C(Cl)C=1C(NC1C(C2NC3C=CC(CN4CCOCC4)=CC=3N=2)=NNC=1)=O.[CH3:33][C:34]1[CH:50]=[CH:49][C:37]([C:38]([NH:40][C:41]2[C:42]([C:46](O)=O)=[N:43][NH:44][CH:45]=2)=[O:39])=[CH:36][CH:35]=1.[CH3:51][C:52]1[CH:53]=[C:54]([NH2:60])[C:55]([NH2:59])=[CH:56][C:57]=1[CH3:58]>>[CH3:51][C:52]1[C:57]([CH3:58])=[CH:56][C:55]2[NH:59][C:46]([C:42]3[C:41]([NH:40][C:38](=[O:39])[C:37]4[CH:49]=[CH:50][C:34]([CH3:33])=[CH:35][CH:36]=4)=[CH:45][NH:44][N:43]=3)=[N:60][C:54]=2[CH:53]=1. Procedure details: The compound was prepared in a manner analogous to 2,6-dichloro-N-[3-(5-morpholin-4-ylmethyl-1H-benzimidazol-2-yl)-1H-pyrazol-4-yl]-benzamide, however using 4-(4-methyl-benzoylamino)-1H-pyrazole-3-carboxylic acid and 4,5-dimethylbenzene-1,2-diamine to give N-[3-(5,6-dimethyl-1H-benzimidazol-2-yl)-1H-pyrazol-4-yl]-4-methyl-benzamide (32 mg) as a white solid. (LC/MS: Rt 3.42, [M+H]+ 346.26). The reactants are C(#N)CCOP(=O)([O-])[O-].[Ba+2] (barium 2-cyanoethylphosphate), Cl (hydrochloric acid). Run in O (water). The product is C(#N)CCOP(O)(O)=O (2-cyanoethylphosphoric acid). As a reaction SMILES: [C:1]([CH2:3][CH2:4][O:5][P:6]([O-:9])([O-:8])=[O:7])#[N:2].[Ba+2].Cl>O>[C:1]([CH2:3][CH2:4][O:5][P:6](=[O:7])([OH:9])[OH:8])#[N:2] |f:0.1|. Procedure: A 6.277 g portion of barium 2-cyanoethylphosphate was placed into an Erlenmeyer flask and slurried in deionized water. About 2 ml. of concentrated hydrochloric acid was added to form the compound 2-cyanoethylphosphoric acid. The flask was fitted with a Tuttle cover (Fisher Scientific Company Cat. No. 10-042) and the contents heated to boiling. To this was added 1.100 g of ZrOCl2.8H2O. A white precipitate formed immediately, and the mixture was heated and refluxed for about one day. The solution ... Starting materials: O=C([O-])[O-], Clc1nc(NC2CC2)c2occc2n1, ClCCl, [Cs+], [Cs+], Cc1nn(C(=O)OC(C)(C)C)c2cc(N)ccc12, O=C(C=Cc1ccccc1)C=Cc1ccccc1, O=C(C=Cc1ccccc1)C=Cc1ccccc1, O=C(C=Cc1ccccc1)C=Cc1ccccc1, [Pd], [Pd]. Product: Cc1nn(C(=O)OC(C)(C)C)c2cc(Nc3nc(NC4CC4)c4occc4n3)ccc12. RXN SMILES: [C:1](=[O:2])([O-:3])[O-:4].[Cl:25][c:26]1[n:27][c:28]([NH:35][CH:36]2[CH2:37][CH2:38]2)[c:29]2[c:30]([n:31]1)[cH:32][cH:33][o:34]2.[Cl:39][CH2:40][Cl:41].[Cs+:5].[Cs+:6].[NH2:7][c:8]1[cH:9][cH:10][c:11]2[c:12]([CH3:24])[n:13][n:14]([C:17](=[O:18])[O:19][C:20]([CH3:21])([CH3:22])[CH3:23])[c:15]2[cH:16]1.[O:44]=[C:45]([CH:46]=[CH:47][c:48]1[cH:49][cH:50][cH:51][cH:52][cH:53]1)[CH:54]=[CH:55][c:56]1[cH:57][cH:58][cH:59][cH:60][cH:61]1.[O:62]=[C:63]([CH:64]=[CH:65][c:66]1[cH:67][cH:68][cH:69][cH:70][cH:71]1)[CH:72]=[CH:73][c:74]1[cH:75][cH:76][cH:77][cH:78][cH:79]1.[O:80]=[C:81]([CH:82]=[CH:83][c:84]1[cH:85][cH:86][cH:87][cH:88][cH:89]1)[CH:90]=[CH:91][c:92]1[cH:93][cH:94][cH:95][cH:96][cH:97]1.[Pd:42].[Pd:43]>>[NH:7]([c:8]1[cH:9][cH:10][c:11]2[c:12]([CH3:24])[n:13][n:14]([C:17](=[O:18])[O:19][C:20]([CH3:21])([CH3:22])[CH3:23])[c:15]2[cH:16]1)[c:26]1[n:27][c:28]([NH:35][CH:36]2[CH2:37][CH2:38]2)[c:29]2[c:30]([n:31]1)[cH:32][cH:33][o:34]2. The reactants are CO, CCOC(=O)c1ccc(C#CC2CC2)nc1Cl, [Li+], [OH-], O. Yields the product O=C(O)c1ccc(C#CC2CC2)nc1Cl. RXN SMILES: [CH3:20][OH:21].[Cl:1][c:2]1[n:3][c:4]([C:13]#[C:14][CH:15]2[CH2:16][CH2:17]2)[cH:5][cH:6][c:7]1[C:8](=[O:9])[O:10][CH2:11][CH3:12].[Li+:18].[OH-:19].[OH2:22]>>[Cl:1][c:2]1[n:3][c:4]([C:13]#[C:14][CH:15]2[CH2:16][CH2:17]2)[cH:5][cH:6][c:7]1[C:8](=[O:9])[OH:10].